Dataset: the Open Reaction Database (ORD), a public repository of structured organic reaction records. Task: describe an organic reaction: reactants, conditions, products, and yield Reactants: N#CS (thiocyanic acid), S(=O)(=O)([O-])[O-].[NH4+].[NH4+] (ammonium sulfate), [S-]C#N.[Hf+4].[S-]C#N.[S-]C#N.[S-]C#N (hafnium thiocyanate), S(=O)(=O)([O-])[O-].[NH4+].[NH4+] (ammonium sulfate), S(O)(O)(=O)=O (sulfuric acid), [Hf] (hafnium). Yields the product [S-]C#N.[NH4+] (ammonium thiocyanate), [OH-].[Hf+4].[OH-].[OH-].[OH-] (hafnium hydroxide). As a reaction SMILES: S([O-])([O-])(=O)=[O:2].[NH4+].[NH4+].S(=O)(=O)(O)[OH:9].[N:13]#[C:14][SH:15].[Hf:16].[S-]C#[N:19].[Hf+4].[S-]C#N.[S-]C#N.[S-]C#N>>[S-:15][C:14]#[N:13].[NH4+:19].[OH-:2].[Hf+4:16].[OH-:9].[OH-:2].[OH-:2] |f:0.1.2,6.7.8.9.10,11.12,13.14.15.16.17|. Procedure: This process was allegedly further improved by stripping the loaded solvent with a saturated aqueous solution of ammonium sulfate containing some sulfuric acid, the extract phase containing thiocyanic acid, ammonium sulfate, and the hafnium values in the form of hafnium thiocyanate. Such extract phase is then treated with gaseous ammonia, which reacts with the thiocyanic acid and hafnium thiocyanate to simultaneously form ammonium thiocyanate and hafnium hydroxide. This is said to be of the utmo... Product: Cc1cc(CCC(=O)OC(C)(C)C)ccc1-c1noc(-c2cnc(CC(C)C)c(Cl)c2)n1. As a reaction SMILES: [Br-:37].[CH2:38]([CH:39]([CH3:40])[CH3:41])[Zn+:42].[CH2:43]1[O:44][CH2:45][CH2:46][CH2:47]1.[CH3:30][N:31]1[CH2:32][CH2:33][CH2:34][C:35]1=[O:36].[Cl:1][c:2]1[cH:3][c:4](-[c:9]2[n:10][c:11](-[c:14]3[c:15]([CH3:29])[cH:16][c:17]([CH2:20][CH2:21][C:22](=[O:23])[O:24][C:25]([CH3:26])([CH3:27])[CH3:28])[cH:18][cH:19]3)[n:12][o:13]2)[cH:5][n:6][c:7]1[Cl:8]>>[Cl:1][c:2]1[cH:3][c:4](-[c:9]2[n:10][c:11](-[c:14]3[c:15]([CH3:29])[cH:16][c:17]([CH2:20][CH2:21][C:22](=[O:23])[O:24][C:25]([CH3:26])([CH3:27])[CH3:28])[cH:18][cH:19]3)[n:12][o:13]2)[cH:5][n:6][c:7]1[CH2:38][CH:39]([CH3:40])[CH3:41]. The reactants are [Br-], CC(C)C[Zn+], C1CCOC1, CN1CCCC1=O, Cc1cc(CCC(=O)OC(C)(C)C)ccc1-c1noc(-c2cnc(Cl)c(Cl)c2)n1. Reactants: CC(C)=O, Cc1ccc(C(=CCN2CCCC2)c2ccccn2)cc1, Cl. The product is Cc1ccc(C(=CCN2CCCC2)c2ccccn2)cc1, Cl, O. RXN SMILES: [CH3:23][C:24]([CH3:25])=[O:26].[CH3:2][c:3]1[cH:4][cH:5][c:6]([C:9](=[CH:10][CH2:11][N:12]2[CH2:13][CH2:14][CH2:15][CH2:16]2)[c:17]2[n:18][cH:19][cH:20][cH:21][cH:22]2)[cH:7][cH:8]1.[ClH:1]>>[CH3:2][c:3]1[cH:4][cH:5][c:6]([C:9](=[CH:10][CH2:11][N:12]2[CH2:13][CH2:14][CH2:15][CH2:16]2)[c:17]2[n:18][cH:19][cH:20][cH:21][cH:22]2)[cH:7][cH:8]1.[ClH:1].[OH2:26]. The reactants are CCO, COCCN(C)S(=O)(=O)c1ccc([N+](=O)[O-])cc1. Yields the product COCCN(C)S(=O)(=O)c1ccc(N)cc1. Reaction SMILES: [CH3:19][CH2:20][OH:21].[CH3:1][O:2][CH2:3][CH2:4][N:5]([S:6](=[O:7])(=[O:8])[c:9]1[cH:10][cH:11][c:12]([N+:15]([O-:16])=[O:17])[cH:13][cH:14]1)[CH3:18]>>[CH3:1][O:2][CH2:3][CH2:4][N:5]([S:6](=[O:7])(=[O:8])[c:9]1[cH:10][cH:11][c:12]([NH2:15])[cH:13][cH:14]1)[CH3:18]. The reactants are FC(C(=O)N1CCC2=C(CC1)C=C(C=C2)O)(F)F (2,2,2-trifluoro-1-(7-hydroxy-1,2,4,5-tetrahydro-benzo[d]azepin-3-yl)ethanone), ClC1=NC=C(C(=O)N)C=C1 (6-chloronicotinamide), C(=O)([O-])[O-].[K+].[K+] (K2CO3), C1(=CC=CC=C1)C (toluene). Solvent: CN(C)C=O (DMF). Run at temperature 100 celsius, time 8 hour. Product: FC(C(=O)N1CCC2=C(CC1)C=C(C=C2)OC2=NC=C(C(=O)N)C=C2)(F)F (6-[3-(2,2,2-Trifluoroacetyl)-2,3,4,5-tetrahydro-1H-benzo[d]azepin-7-yloxy]nicotinamide). The yield is 34.1%. RXN SMILES: [F:1][C:2]([F:18])([F:17])[C:3]([N:5]1[CH2:11][CH2:10][C:9]2[CH:12]=[C:13]([OH:16])[CH:14]=[CH:15][C:8]=2[CH2:7][CH2:6]1)=[O:4].Cl[C:20]1[CH:28]=[CH:27][C:23]([C:24]([NH2:26])=[O:25])=[CH:22][N:21]=1.C([O-])([O-])=O.[K+].[K+].C1(C)C=CC=CC=1>CN(C=O)C>[F:18][C:2]([F:1])([F:17])[C:3]([N:5]1[CH2:11][CH2:10][C:9]2[CH:12]=[C:13]([O:16][C:20]3[CH:28]=[CH:27][C:23]([C:24]([NH2:26])=[O:25])=[CH:22][N:21]=3)[CH:14]=[CH:15][C:8]=2[CH2:7][CH2:6]1)=[O:4] |f:2.3.4|. Procedure: Add 2,2,2-trifluoro-1-(7-hydroxy-1,2,4,5-tetrahydro-benzo[d]azepin-3-yl)ethanone (0.750 g, 2.89 mmol), 6-chloronicotinamide (0.377 g, 2.41 mmol) and K2CO3 (0.833 g, 6.03 mmol) to a round bottom equipped with a Dean-Stark trap. Add toluene (6 mL) and DMF (18 mL). Heat at reflux for two hours. Cool the reaction mixture to 100° C. and stir overnight. Remove the toluene and DMF as an azeotrope with xylenes. Suspend the solid in 5% methanol/ethyl acetate (100 mL) and filter. Wash the filter cake with... Starting materials: [N+](=O)([O-])C1=C(NCC=C)C=CC=C1 (2-nitro-N-allylaniline), [H][H] (hydrogen). Reagents/catalysts: catalyst. Run in CO (methanol). The product is C(C=C)NC1=C(C=CC=C1)N (N-allyl-o-phenylenediamine). Reaction SMILES: [N+:1]([C:4]1[CH:13]=[CH:12][CH:11]=[CH:10][C:5]=1[NH:6][CH2:7][CH:8]=[CH2:9])([O-])=O.[H][H]>CO>[CH2:7]([NH:6][C:5]1[CH:10]=[CH:11][CH:12]=[CH:13][C:4]=1[NH2:1])[CH:8]=[CH2:9]. Reported procedure: 35 g of 2-nitro-N-allylaniline in 400 ml of methanol are hydrogenated in the presence of 1.5 g of the catalyst described in Example 6, at 75° C and 100-120 bars of hydrogen, for 1.5 hours, to give N-allyl-o-phenylenediamine. The solution which has been freed from the catalyst by filtration is distilled. Reactants: COc1cc2nccc(Oc3ccc(N)cc3)c2cc1OC, Cc1ccccc1, O=C=Nc1cc(Cl)cc(Cl)c1. Yields the product COc1cc2nccc(Oc3ccc(NC(=O)Nc4cc(Cl)cc(Cl)c4)cc3)c2cc1OC. Reaction SMILES: [CH3:1][O:2][c:3]1[cH:4][c:5]2[c:6]([O:15][c:16]3[cH:17][cH:18][c:19]([NH2:22])[cH:20][cH:21]3)[cH:7][cH:8][n:9][c:10]2[cH:11][c:12]1[O:13][CH3:14].[CH3:34][c:35]1[cH:36][cH:37][cH:38][cH:39][cH:40]1.[Cl:23][c:24]1[cH:25][c:26]([N:31]=[C:32]=[O:33])[cH:27][c:28]([Cl:30])[cH:29]1>>[CH3:1][O:2][c:3]1[cH:4][c:5]2[c:6]([O:15][c:16]3[cH:17][cH:18][c:19]([NH:22][C:32]([NH:31][c:26]4[cH:25][c:24]([Cl:23])[cH:29][c:28]([Cl:30])[cH:27]4)=[O:33])[cH:20][cH:21]3)[cH:7][cH:8][n:9][c:10]2[cH:11][c:12]1[O:13][CH3:14].